From a dataset of the Open Reaction Database (ORD), a public repository of structured organic reaction records. describe an organic reaction: reactants, conditions, products, and yield Reactants: C[SnH](C)C, C=CS(=O)(=O)c1ccc(C)cc1, C1CCOC1. Product: Cc1ccc(S(=O)(=O)CC[Sn](C)(C)C)cc1. Reaction SMILES: [CH3:13][SnH:14]([CH3:15])[CH3:16].[CH:1](=[CH2:2])[S:3](=[O:4])(=[O:5])[c:6]1[cH:7][cH:8][c:9]([CH3:12])[cH:10][cH:11]1.[O:17]1[CH2:18][CH2:19][CH2:20][CH2:21]1>>[CH2:1]([CH2:2][Sn:14]([CH3:13])([CH3:15])[CH3:16])[S:3](=[O:4])(=[O:5])[c:6]1[cH:7][cH:8][c:9]([CH3:12])[cH:10][cH:11]1. Starting materials: OC1=CC=C(OC(C(=O)OCC)C)C=C1 (ethyl 2-(4'-hydroxyphenoxy)propionate), C([O-])([O-])=O.[K+].[K+] (potassium carbonate), CS(=O)(=O)C=1SC2=NC(=CC=C2N1)Cl (2-methylsulfonyl-5-chlorothiazolo[5,4-b]pyridine). The solvent is C(C)#N (acetonitrile). Product: ClC1=CC=C2C(=N1)SC(=N2)OC2=CC=C(OC(C(=O)OCC)C)C=C2 (Ethyl 2-[4-(5-chlorothiazolo[5,4-b]pyridin-2-yloxy)phenoxy]-propionate). As a reaction SMILES: [OH:1][C:2]1[CH:15]=[CH:14][C:5]([O:6][CH:7]([CH3:13])[C:8]([O:10][CH2:11][CH3:12])=[O:9])=[CH:4][CH:3]=1.C(=O)([O-])[O-].[K+].[K+].CS([C:26]1[S:27][C:28]2[C:33]([N:34]=1)=[CH:32][CH:31]=[C:30]([Cl:35])[N:29]=2)(=O)=O>C(#N)C>[Cl:35][C:30]1[N:29]=[C:28]2[S:27][C:26]([O:1][C:2]3[CH:3]=[CH:4][C:5]([O:6][CH:7]([CH3:13])[C:8]([O:10][CH2:11][CH3:12])=[O:9])=[CH:14][CH:15]=3)=[N:34][C:33]2=[CH:32][CH:31]=1 |f:1.2.3|. Procedure details: 21 g (0.1 mole) of ethyl 2-(4'-hydroxyphenoxy)propionate were heated under reflux for 1 hour with 16.6 g (0.12 mole) of potassium carbonate in 250 ml of acetonitrile in order to form the salt. After adding 24.9 g (0.1 mole) of 2-methylsulfonyl-5-chlorothiazolo[5,4-b]pyridine, the reaction mixture was heated under reflux for a further 10 hours. The salt constituent was filtered off while hot and the solvent was removed. The residue was distilled in a high vacuum. This gave 33.6 g (89% of theory) ... Starting materials: [Cl-], Cl, CC(=Cc1cccc(OC(F)(F)F)c1)[N+](=O)[O-], [Fe], O. Product: CC(=O)Cc1cccc(OC(F)(F)F)c1. RXN SMILES: [Cl-:18].[ClH:19].[F:1][C:2]([O:3][c:4]1[cH:5][c:6]([CH:10]=[C:11]([CH3:12])[N+:13]([O-:14])=[O:15])[cH:7][cH:8][cH:9]1)([F:16])[F:17].[Fe:21].[OH2:20]>>[F:1][C:2]([O:3][c:4]1[cH:5][c:6]([CH2:10][C:11]([CH3:12])=[O:20])[cH:7][cH:8][cH:9]1)([F:16])[F:17]. Starting materials: C(C)(C)(C)OC(NC=1OCC([C@@](N1)(C)C1=NC(=CC=C1F)N)(F)F)=O ([(R)-4-(6-amino-3-fluoro-pyridin-2-yl)-5,5-difluoro-4-methyl-5,6-dihydro-4H-[1,3]oxazin-2-yl]-carbamic acid tert-butyl ester), ClC=1C(=NC=C(C1)C(F)(F)F)C(=O)O (3-chloro-5-trifluoromethyl-pyridine-2-carboxylic acid), C1=CC2=C(N=C1)N(N=N2)O (HOAt), C(CCl)Cl (EDC). Run in O (water), CC(C)(C)OC (TBME), CN(C)C=O (DMF). Conditions: temperature 0 celsius, time 1 hour. Product: C(C)(C)(C)OC(NC=1OCC([C@@](N1)(C)C1=NC(=CC=C1F)NC(=O)C1=NC=C(C=C1Cl)C(F)(F)F)(F)F)=O (((R)-4-{6-[(3-Chloro-5-trifluoromethyl-pyridine-2-carbonyl)-amino]-3-fluoro-pyridin-2-yl}-5,5-difluoro-4-methyl-5,6-dihydro-4H-[1,3]oxazin-2-yl)-carbamic acid tert-butyl ester). Reaction SMILES: [C:1]([O:5][C:6](=[O:25])[NH:7][C:8]1[O:9][CH2:10][C:11]([F:24])([F:23])[C@:12]([C:15]2[C:20]([F:21])=[CH:19][CH:18]=[C:17]([NH2:22])[N:16]=2)([CH3:14])[N:13]=1)([CH3:4])([CH3:3])[CH3:2].[Cl:26][C:27]1[C:28]([C:37](O)=[O:38])=[N:29][CH:30]=[C:31]([C:33]([F:36])([F:35])[F:34])[CH:32]=1.C1C=NC2N(O)N=NC=2C=1.C(Cl)CCl>CN(C=O)C.O.CC(OC)(C)C>[C:1]([O:5][C:6](=[O:25])[NH:7][C:8]1[O:9][CH2:10][C:11]([F:23])([F:24])[C@:12]([C:15]2[C:20]([F:21])=[CH:19][CH:18]=[C:17]([NH:22][C:37]([C:28]3[C:27]([Cl:26])=[CH:32][C:31]([C:33]([F:35])([F:34])[F:36])=[CH:30][N:29]=3)=[O:38])[N:16]=2)([CH3:14])[N:13]=1)([CH3:2])([CH3:3])[CH3:4]. Procedure details: To a solution of [(R)-4-(6-amino-3-fluoro-pyridin-2-yl)-5,5-difluoro-4-methyl-5,6-dihydro-4H-[1,3]oxazin-2-yl]-carbamic acid tert-butyl ester (134 mg, 0.372 mmol) in DMF (1.3 ml) was added 3-chloro-5-trifluoromethyl-pyridine-2-carboxylic acid (101 mg, 0.446 mmol) and HOAt (91 mg, 0.669 mmol). The mixture was cooled to 0° C., EDC*HCl (107 mg, 0.558) was added and the mixture stirred for 1 h while allowing to warm to rt. To the reaction mixture was added TBME and water, the layers were separated a... Starting materials: [Si](C1=CC=CC=C1)(C1=CC=CC=C1)(C(C)(C)C)OCC1=CC=C(C(=C1N1C[C@H](O[C@H](C1)C)C)Cl)F ((2R,6S)-[6-({[tert-butyl(diphenyl)silyl]oxy}methyl)-2-chloro-3-fluorophenyl]-2,6-dimethylmorpholine), [Li]CCCC (n-BuLi), [Si](C1=CC=CC=C1)(C1=CC=CC=C1)(C(C)(C)C)OCC1=CC=C(C(=C1N1C[C@H](O[C@H](C1)C)C)Cl)F ((2R,6S)-[6-({[tert-butyl(diphenyl)silyl]oxy}methyl)-2-chloro-3-fluorophenyl]-2,6-dimethylmorpholine), CN1C(=NC=C1)C=O (1-methyl-imidazole-2-carbaldehyde). Product: [Si](C1=CC=CC=C1)(C1=CC=CC=C1)(C(C)(C)C)OCC=1C(=C(C(=C(C1)C1=CN=C(N1C)CO)F)Cl)N1C[C@H](O[C@H](C1)C)C (5-({[tert-butyl(diphenyl)silyl]oxy}methyl-3-chloro-4-[(2R,6S)-2,6-dimethylmorpholin-4-yl]-2-fluorophenyl}(1-methyl-1H-imidazol-2-yl)methanol). RXN SMILES: [Si:1]([O:18][CH2:19][C:20]1[C:25]([N:26]2[CH2:31][C@H:30]([CH3:32])[O:29][C@H:28]([CH3:33])[CH2:27]2)=[C:24]([Cl:34])[C:23]([F:35])=[CH:22][CH:21]=1)([C:14]([CH3:17])([CH3:16])[CH3:15])([C:8]1[CH:13]=[CH:12][CH:11]=[CH:10][CH:9]=1)[C:2]1[CH:7]=[CH:6][CH:5]=[CH:4][CH:3]=1.[CH3:36][N:37]1[CH:41]=[CH:40][N:39]=[C:38]1[CH:42]=[O:43].[Li]CCCC>>[Si:1]([O:18][CH2:19][C:20]1[C:25]([N:26]2[CH2:31][C@H:30]([CH3:32])[O:29][C@H:28]([CH3:33])[CH2:27]2)=[C:24]([Cl:34])[C:23]([F:35])=[C:22]([C:41]2[N:37]([CH3:36])[C:38]([CH2:42][OH:43])=[N:39][CH:40]=2)[CH:21]=1)([C:14]([CH3:16])([CH3:17])[CH3:15])([C:2]1[CH:7]=[CH:6][CH:5]=[CH:4][CH:3]=1)[C:8]1[CH:13]=[CH:12][CH:11]=[CH:10][CH:9]=1. Reported procedure: Starting material: (2R,6S)-4-[6-({[tert-butyl(diphenyl)silyl]oxy}methyl)-2-chloro-3-fluorophenyl]-2,6-dimethylmorpholine (Intermediate 42), 1-methyl-imidazole-2-carbaldehyde and n-BuLi The reactants are C1(CCCCC1)C1=CC2=C(S1)C=C(C=C2)OC (2-Cyclohexyl-6-methoxy-benzo[b]thiophene), N1(CCCCC1)CCOC1=CC=C(C(=O)Cl)C=C1 (4-(2-Piperidin-1-yl-ethoxy)-benzoyl chloride), methyl. Yields the product C1(CCCCC1)C1=C(C2=C(S1)C=C(C=C2)O)C(=O)C2=CC=C(C=C2)OCCN2CCCCC2 ((2-Cyclohexyl-6-hydroxy-benzo[b]thiophen-3-yl)-[4-(2-piperidin-1-yl -ethoxy)-phenyl]-methanone). RXN SMILES: [CH:1]1([C:7]2[S:11][C:10]3[CH:12]=[C:13]([O:16]C)[CH:14]=[CH:15][C:9]=3[CH:8]=2)[CH2:6][CH2:5][CH2:4][CH2:3][CH2:2]1.[N:18]1([CH2:24][CH2:25][O:26][C:27]2[CH:35]=[CH:34][C:30]([C:31](Cl)=[O:32])=[CH:29][CH:28]=2)[CH2:23][CH2:22][CH2:21][CH2:20][CH2:19]1>>[CH:1]1([C:7]2[S:11][C:10]3[CH:12]=[C:13]([OH:16])[CH:14]=[CH:15][C:9]=3[C:8]=2[C:31]([C:30]2[CH:29]=[CH:28][C:27]([O:26][CH2:25][CH2:24][N:18]3[CH2:23][CH2:22][CH2:21][CH2:20][CH2:19]3)=[CH:35][CH:34]=2)=[O:32])[CH2:2][CH2:3][CH2:4][CH2:5][CH2:6]1. Procedure: The product from Example 19, Step 2 and 4-(2-Piperidin-1-yl-ethoxy)-benzoyl chloride were coupled according to procedure C above and the methyl protecting group removed using etanethiol/aluminum trichloride to yield the title compound. Reactants: C(C)(=O)[O-].[Na+] (sodium acetate), S(O)(O)(=O)=O (sulfuric acid), N(=O)[O-].[Na+] (NaNO2), Cl (HCl), C(C)(=O)[O-].[Na+] (sodium acetate), C(C)OC(NC(CC(=O)NC(=O)OCC)=O)=O ((3-ethoxycarbonylamino-3-oxo-propionyl)-carbamic acid ethyl ester), COC(C1=C(C=CC(=C1)N)Cl)=O (5-Amino-2-chloro-benzoic acid methyl ester). Run in O (water), C(C)(=O)O (acetic acid). Run at time 30 minute. The product is CC1=C(C(=O)O)C=C(C=C1)N1N=CC(NC1=O)=O (2-Methyl-5-(3,5-dioxo-4,5-dihydro-3H-[1,2,4]triazin-2-yl)-benzoic acid). As a reaction SMILES: COC(=O)[C:4]1[CH:9]=[C:8]([NH2:10])[CH:7]=[CH:6][C:5]=1Cl.Cl.[N:14]([O-])=O.[Na+].[C:18]([O-:21])(=[O:20])[CH3:19].[Na+].C(OC(=O)NC(=O)[CH2:29][C:30]([NH:32][C:33]([O:35]CC)=O)=[O:31])C.S(=O)(=O)(O)O>C(O)(=O)C.O>[CH3:6][C:5]1[CH:4]=[CH:9][C:8]([N:10]2[C:33](=[O:35])[NH:32][C:30](=[O:31])[CH:29]=[N:14]2)=[CH:7][C:19]=1[C:18]([OH:21])=[O:20] |f:2.3,4.5|. Procedure: 5-Amino-2-chloro-benzoic acid methyl ester (3.5 g, 21.2 mmol) was dissolved in glacial acetic acid (80 ml) and 5.5 ml of concentrated HCl was added. After stirring with an overhead stirrer for 30 minutes at ambient temperature the mixture was cooled to 10° C. and a solution of NaNO2 (1.6 g) in water (4 ml) was added dropwise, keeping the internal temperature below 15° C. During this addition the reaction mixture changed from amber to a cloudy orange. After 30 minutes sodium acetate (3.8 g, 46.6 ... Starting materials: ClC=1NC=C(N1)[N+](=O)[O-] (2-chloro-4-nitro-1H-imidazole), CC1(OC1)CSC1=NN=NN1C1=CC=CC=C1 (5-(2-methyloxiran-2-ylmethylthio)-1-phenyl-1H-tetrazole), C(C)(=O)[O-].[Na+] (sodium acetate). The solvent is C(C)O (ethanol). The product is ClC=1N(C=C(N1)[N+](=O)[O-])CC(CSC1=NN=NN1C1=CC=CC=C1)(O)C (1-(2-chloro-4-nitroimidazol-1-yl)-2-methyl-3-(1-phenyl-1H-tetrazol-5-ylthio)propane-2-ol). Yield: 69.0%. As a reaction SMILES: [Cl:1][C:2]1[NH:3][CH:4]=[C:5]([N+:7]([O-:9])=[O:8])[N:6]=1.[CH3:10][C:11]1([CH2:14][S:15][C:16]2[N:20]([C:21]3[CH:26]=[CH:25][CH:24]=[CH:23][CH:22]=3)[N:19]=[N:18][N:17]=2)[CH2:13][O:12]1.C([O-])(=O)C.[Na+]>C(O)C>[Cl:1][C:2]1[N:3]([CH2:10][C:11]([CH3:13])([OH:12])[CH2:14][S:15][C:16]2[N:20]([C:21]3[CH:26]=[CH:25][CH:24]=[CH:23][CH:22]=3)[N:19]=[N:18][N:17]=2)[CH:4]=[C:5]([N+:7]([O-:9])=[O:8])[N:6]=1 |f:2.3|. Reported procedure: A mixture of 2-chloro-4-nitro-1H-imidazole (1.2 g, 8.13 mmol), 5-(2-methyloxiran-2-ylmethylthio)-1-phenyl-1H-tetrazole (1.9 g, 7.65 mmol), sodium acetate (700 mg, 8.53 mmol) and ethanol (20 ml) was stirred under reflux overnight. The reaction mixture was allowed to return to room temperature and concentrated under reduced pressure. To the residue, water was added, and the resulting mixture was extracted with ethyl acetate twice. The organic phases were combined, washed with a saturated aqueous s... Reactants: C(C)N(C(=O)C1=C(C=CC(=C1)C=1C=NN(C1)CCCO)NC1=NC(=NC=C1C(F)(F)F)NC1=C(C=C(CP(OCC)(O)=O)C=C1)OC)CC (Ethyl hydrogen (4-{[4-({2-(diethylcarbamoyl)-4-[1-(3-hydroxypropyl)-1H-pyrazol-4-yl]phenyl}amino)-5-(trifluoromethyl)pyrimidin-2-yl]amino}-3-methoxybenzyl)phosphonate), C(#N)C1=NN(C=C1C1=CC=C(C(=N1)C(NC)=O)NC1=NC(=NC=C1C(F)(F)F)NC1=C(C=C(CP(OCC)(OCC)=O)C=C1)OC)CCCO (diethyl (4-{[4-({6-[3-cyano-1-(3-hydroxypropyl)-1H-pyrazol-4-yl]-2-(methylcarbamoyl)pyridin-3-yl}amino)-5-(trifluoromethyl)pyrimidin-2-yl]amino}-3-methoxybenzyl)phosphonate), C(#N)C1=NN(C=C1C1=CC=C(C(=N1)C(NC)=O)NC1=NC(=NC=C1C(F)(F)F)NC1=C(C=C(CP(OCC)(OCC)=O)C=C1)OC)CCCO (diethyl (4-{[4-({6-[3-cyano-1-(3-hydroxypropyl)-1H-pyrazol-4-yl]-2-(methylcarbamoyl)pyridin-3-yl}amino)-5-(trifluoromethyl)pyrimidin-2-yl]amino}-3-methoxybenzyl)phosphonate). Product: C(#N)C1=NN(C=C1C1=CC=C(C(=N1)C(NC)=O)NC1=NC(=NC=C1C(F)(F)F)NC1=C(C=C(CP(OCC)(O)=O)C=C1)OC)CCCO (ethyl hydrogen (4-{[4-({6-[3-cyano-1-(3-hydroxypropyl)-1H-pyrazol-4-yl]-2-(methylcarbamoyl)pyridin-3-yl}amino)-5-(trifluoromethyl)pyrimidin-2-yl]amino}-3-methoxybenzyl)phosphonate). Yield: 100.4%. Reaction SMILES: C(N(CC)C(C1C=C(C2C=NN(CCCO)C=2)C=CC=1NC1C(C(F)(F)F)=CN=C(NC2C=CC(CP(=O)(O)OCC)=CC=2OC)N=1)=O)C.[C:50]([C:52]1[C:56]([C:57]2[N:62]=[C:61]([C:63](=[O:66])[NH:64][CH3:65])[C:60]([NH:67][C:68]3[C:73]([C:74]([F:77])([F:76])[F:75])=[CH:72][N:71]=[C:70]([NH:78][C:79]4[CH:93]=[CH:92][C:82]([CH2:83][P:84](=[O:91])([O:88]CC)[O:85][CH2:86][CH3:87])=[CH:81][C:80]=4[O:94][CH3:95])[N:69]=3)=[CH:59][CH:58]=2)=[CH:55][N:54]([CH2:96][CH2:97][CH2:98][OH:99])[N:53]=1)#[N:51]>>[C:50]([C:52]1[C:56]([C:57]2[N:62]=[C:61]([C:63](=[O:66])[NH:64][CH3:65])[C:60]([NH:67][C:68]3[C:73]([C:74]([F:77])([F:75])[F:76])=[CH:72][N:71]=[C:70]([NH:78][C:79]4[CH:93]=[CH:92][C:82]([CH2:83][P:84](=[O:88])([OH:91])[O:85][CH2:86][CH3:87])=[CH:81][C:80]=4[O:94][CH3:95])[N:69]=3)=[CH:59][CH:58]=2)=[CH:55][N:54]([CH2:96][CH2:97][CH2:98][OH:99])[N:53]=1)#[N:51]. Procedure details: Prepared analogously to Compound 3A using diethyl (4-{[4-({6-[3-cyano-1-(3-hydroxypropyl)-1H-pyrazol-4-yl]-2-(methylcarbamoyl)pyridin-3-yl}amino)-5-(trifluoromethyl)pyrimidin-2-yl]amino}-3-methoxybenzyl)phosphonate (Compound 52B, 259 mg, 0.361 mmol) to afford 250 mg of the title compound (100%). 1H NMR (400 MHz, CD3OD) δ 9.09 (d, J=7.8 Hz, 1H), 8.88 (br. s., 1H), 8.30 (s, 1H), 7.86 (d, J=9.1 Hz, 1H), 7.51 (br. s., 1H), 7.11 (s, 1H), 6.97 (d, J=7.8 Hz, 1H), 4.39 (t, J=6.8 Hz, 2H), 3.83-3.94 (m, 5...